This data is from the Open Reaction Database (ORD), a public repository of structured organic reaction records. The task is: describe an organic reaction: reactants, conditions, products, and yield Product: O([Si](C)(C)C(C)(C)C)C(C\C=C(\CC\C=C(\CCC=C(C)C)/C)/C)P(OCC)(OCC)=O (Diethyl [1-(t-Butyldimethylsiloxy)-(E,E)-4,8,12-trimethyl-3,7,11-tridecatrienyl]-phosphonate). Run at temperature -78 celsius, time 15 minute. Run in C1CCOC1 (THF), hexanes. Procedure: To a stirred solution of the diethyl (t-butyldimethylsiloxy)methylphosphonate (562 mg, 2.0 mmol) in THF (5 ml) under argon at -78° C. was added n-BuLi (0.84 ml of a 2.5M solution in hexanes, 2.1 mmol) and the resulting mixture stirred at -78° C. for 15 min. Farnesyl bromide (0.542 ml, 2.0 mmol) was added to the mixture over 5 min and the solution stirred a further 1 hr at -78° C. and then allowed to warm to r.t. The reaction mixture was poured into saturated NaHCO3 solution and the organic solve... Starting materials: C(C=C(C)CCC=C(C)CCC=C(C)C)Br (Farnesyl bromide), C(=O)(O)[O-].[Na+] (NaHCO3), O([Si](C)(C)C(C)(C)C)CP(OCC)(OCC)=O (diethyl (t-butyldimethylsiloxy)methylphosphonate), [Li]CCCC (n-BuLi), solution. RXN SMILES: [O:1]([CH2:9][P:10](=[O:17])([O:14][CH2:15][CH3:16])[O:11][CH2:12][CH3:13])[Si:2]([C:5]([CH3:8])([CH3:7])[CH3:6])([CH3:4])[CH3:3].[Li]CCCC.[CH2:23](Br)[CH:24]=[C:25]([CH2:27][CH2:28][CH:29]=[C:30]([CH2:32][CH2:33][CH:34]=[C:35]([CH3:37])[CH3:36])[CH3:31])[CH3:26].C([O-])(O)=O.[Na+]>C1COCC1>[O:1]([CH:9]([P:10](=[O:17])([O:14][CH2:15][CH3:16])[O:11][CH2:12][CH3:13])[CH2:23]/[CH:24]=[C:25](\[CH3:26])/[CH2:27][CH2:28]/[CH:29]=[C:30](\[CH3:31])/[CH2:32][CH2:33][CH:34]=[C:35]([CH3:37])[CH3:36])[Si:2]([C:5]([CH3:7])([CH3:6])[CH3:8])([CH3:3])[CH3:4] |f:3.4|. Reactants: CC(=O)OC(C)=O, CC(C)(C)NC(=O)C1CCC2C3CCC4=C(N)C(=O)CCC4(C)C3CCC12C, O, c1ccncc1. Yields the product CC(=O)NC1=C2CCC3C(CCC4(C)C(C(=O)NC(C)(C)C)CCC34)C2(C)CCC1=O. As a reaction SMILES: [CH3:30][C:31](=[O:32])[O:33][C:34](=[O:35])[CH3:36].[NH2:1][C:2]1=[C:3]2[CH2:4][CH2:5][CH:6]3[CH:7]4[CH2:8][CH2:9][CH:10]([C:22](=[O:23])[NH:24][C:25]([CH3:26])([CH3:27])[CH3:28])[C:11]4([CH3:12])[CH2:13][CH2:14][CH:15]3[C:16]2([CH3:21])[CH2:17][CH2:18][C:19]1=[O:20].[OH2:29].[cH:37]1[cH:38][cH:39][n:40][cH:41][cH:42]1>>[NH:1]([C:2]1=[C:3]2[CH2:4][CH2:5][CH:6]3[CH:7]4[CH2:8][CH2:9][CH:10]([C:22](=[O:23])[NH:24][C:25]([CH3:26])([CH3:27])[CH3:28])[C:11]4([CH3:12])[CH2:13][CH2:14][CH:15]3[C:16]2([CH3:21])[CH2:17][CH2:18][C:19]1=[O:20])[C:31]([CH3:30])=[O:32]. Reactants: C(C(O)C)(=O)O (Lactic acid), C(C=1C(O)=CC=CC1)(=O)O (salicylic acid), [OH-].C(CCC)[P+](CCCC)(CCCC)CCCC (tetrabutylphosphonium hydroxide). Solvent: CC(=O)C (acetone). Reaction conditions: time 15 minute. Yields the product C(C=1C(O)=CC=CC1)(=O)[O-].C(CCC)[P+](CCCC)(CCCC)CCCC.C(C(O)C)(=O)O (Tetrabutylphosphonium Salicylate lactic Acid). Reaction SMILES: [C:1]([OH:6])(=[O:5])[CH:2]([CH3:4])[OH:3].[C:7]([OH:16])(=[O:15])[C:8]1[C:9](=[CH:11][CH:12]=[CH:13][CH:14]=1)[OH:10].[OH-].[CH2:18]([P+:22]([CH2:31][CH2:32][CH2:33][CH3:34])([CH2:27][CH2:28][CH2:29][CH3:30])[CH2:23][CH2:24][CH2:25][CH3:26])[CH2:19][CH2:20][CH3:21]>CC(C)=O>[C:7]([O-:16])(=[O:15])[C:8]1[C:9](=[CH:11][CH:12]=[CH:13][CH:14]=1)[OH:10].[CH2:31]([P+:22]([CH2:18][CH2:19][CH2:20][CH3:21])([CH2:23][CH2:24][CH2:25][CH3:26])[CH2:27][CH2:28][CH2:29][CH3:30])[CH2:32][CH2:33][CH3:34].[C:1]([OH:6])(=[O:5])[CH:2]([CH3:4])[OH:3] |f:2.3,5.6.7|. Procedure: Lactic acid (0.4504 g, 5 mmol), salicylic acid (0.6909 g, 5 mmol) and tetrabutylphosphonium hydroxide (˜40% sol. in H2O) (3.414 g, 5 mmol) were dissolved in 20 ml of acetone and stirred for 15 min at room temperature. The solvent was evaporated and the remaining viscous liquid was dried at 0.01 mbar with stirring for 24 hrs. The desired compound is isolated as a colourless liquid; 1H-NMR (300 MHz, d6-DMSO) δ(ppm)=7.63 (dd, J1=7.6 Hz, J2=1.9 Hz), 7.11 (m, 1H), 6.58 (m, 3H), 4.03 (q, J=6.9 Hz, 1H)...